The task is: describe an organic reaction: reactants, conditions, products, and yield. This data is from the Open Reaction Database (ORD), a public repository of structured organic reaction records. The reactants are [OH-].[Na+] (sodium hydroxide), ClC1=C(CN2C(=NC3=C2C=C(C=C3)C(=O)OCC)C)C=CC(=C1)Cl (1-(2,4-dichlorobenzyl)-6-ethoxycarbonyl-2-methylbenzimidazole), Cl (hydrochloric acid). Solvent: C(C)O (ethanol). Product: C(=O)(O)C=1C=CC2=C(N(C(=N2)C)CC2=C(C=C(C=C2)Cl)Cl)C1 (6-carboxy-1-(2,4-dichlorobenzyl)-2-methyl-benzimidazole). Isolated yield 78.4%. Reaction SMILES: [OH-].[Na+].[Cl:3][C:4]1[CH:25]=[C:24]([Cl:26])[CH:23]=[CH:22][C:5]=1[CH2:6][N:7]1[C:11]2[CH:12]=[C:13]([C:16]([O:18]CC)=[O:17])[CH:14]=[CH:15][C:10]=2[N:9]=[C:8]1[CH3:21].Cl>C(O)C>[C:16]([C:13]1[CH:14]=[CH:15][C:10]2[N:9]=[C:8]([CH3:21])[N:7]([CH2:6][C:5]3[CH:22]=[CH:23][C:24]([Cl:26])=[CH:25][C:4]=3[Cl:3])[C:11]=2[CH:12]=1)([OH:18])=[O:17] |f:0.1|. Procedure: A 10% sodium hydroxide aqueous solution (3.10 g) and 10 ml of ethanol were added to 0.94 g of 1-(2,4-dichlorobenzyl)-6-ethoxycarbonyl-2-methylbenzimidazole, and the mixture was heat-refluxed for 1 hour. The reaction solution was adjusted to a pH of 6 with 10% hydrochloric acid. The crystals precipitated were separated through filtration, and were dried to give 0.68 g of 6-carboxy-1-(2,4-dichlorobenzyl)-2-methylbenzimidazole (129). Reactants: CC(N)c1ccc(Br)cc1, CC(=O)[O-], CC(=O)[O-], CO, OB(O)c1ccccc1OC(F)(F)F, O, [Pd+2]. As a reaction SMILES: [Br:15][c:16]1[cH:17][cH:18][c:19]([CH:22]([CH3:23])[NH2:24])[cH:20][cH:21]1.[C:28]([O-:29])(=[O:30])[CH3:31].[C:33]([O-:34])(=[O:35])[CH3:36].[CH3:26][OH:27].[F:1][C:2]([O:3][c:4]1[c:5]([B:10]([OH:11])[OH:12])[cH:6][cH:7][cH:8][cH:9]1)([F:13])[F:14].[OH2:25].[Pd+2:32]>>[F:1][C:2]([O:3][c:4]1[c:5](-[c:16]2[cH:17][cH:18][c:19]([CH:22]([CH3:23])[NH2:24])[cH:20][cH:21]2)[cH:6][cH:7][cH:8][cH:9]1)([F:13])[F:14]. Product: CC(N)c1ccc(-c2ccccc2OC(F)(F)F)cc1. The reactants are OC1(C(NC(NC1=O)=O)=O)C1=CC=CC=C1 (5-Hydroxy-5-phenyl-2,4,6(1H,3H,5H)-pyrimidinetrione), [OH-].[Na+] (sodium hydroxide). Product: C1(=CC=CC=C1)C1C(NC(O1)=O)=O (5-phenyloxazolidine-2,4-dione). RXN SMILES: [OH:1][C:2]1([C:11]2[CH:16]=[CH:15][CH:14]=[CH:13][CH:12]=2)C(=O)N[C:5](=[O:9])[NH:4][C:3]1=[O:10].[OH-].[Na+]>>[C:11]1([CH:2]2[O:1][C:5](=[O:9])[NH:4][C:3]2=[O:10])[CH:16]=[CH:15][CH:14]=[CH:13][CH:12]=1 |f:1.2|. Reported procedure: 5-Hydroxy-5-phenyl-2,4,6(1H,3H,5H)-pyrimidinetrione (0.7 g.) is dissolved in 15 ml. of 1 N sodium hydroxide, stirred at room temperature for 15 minutes, extracted with ethyl acetate, made slightly acidic with about 1 ml. of glacial acetic acid, and extracted with 25 ml. of ethyl acetate. The latter ethyl acetate extract is back washed with about 6.5 ml. of water, filtered over a bed of anhydrous magnesium sulfate and evaporated to yield 5-phenyloxazolidine-2,4-dione. Reactants: CC1(OCCO1)C1=CC=C(O1)CN1N=C(C=C1)N (1-[5-(2-methyl-[1,3]dioxolan-2-yl)-furan-2-ylmethyl]-1H-pyrazol-3-ylamine), C1(=C(C=CC=C1)/C=C/C(=O)O)C ((E)-3-o-tolyl-acrylic acid). The product is C(C)(=O)C1=CC=C(O1)CN1N=C(C=C1)NC(\C=C\C1=C(C=CC=C1)C)=O ((E)-N-[1-(5-Acetyl-furan-2-ylmethyl)-1H-pyrazol-3-yl]-3-o-tolyl-acrylamide). RXN SMILES: [CH3:1][C:2]1([C:7]2[O:11][C:10]([CH2:12][N:13]3[CH:17]=[CH:16][C:15]([NH2:18])=[N:14]3)=[CH:9][CH:8]=2)[O:6]CCO1.[C:19]1([CH3:30])[CH:24]=[CH:23][CH:22]=[CH:21][C:20]=1/[CH:25]=[CH:26]/[C:27](O)=[O:28]>>[C:2]([C:7]1[O:11][C:10]([CH2:12][N:13]2[CH:17]=[CH:16][C:15]([NH:18][C:27](=[O:28])/[CH:26]=[CH:25]/[C:20]3[CH:21]=[CH:22][CH:23]=[CH:24][C:19]=3[CH3:30])=[N:14]2)=[CH:9][CH:8]=1)(=[O:6])[CH3:1]. Procedure details: Following general procedure B followed by either C or D, starting from 1-[5-(2-methyl-[1,3]dioxolan-2-yl)-furan-2-ylmethyl]-1H-pyrazol-3-ylamine and (E)-3-o-tolyl-acrylic acid. Starting materials: ClC1=CC=C(C=C1)C(CC(=O)OC)(C1=CC=C(C=C1)Cl)C1=CC=C(C=C1)Cl (methyl 3,3,3-tris (4-chlorophenyl)-propionate), C(=C)[Sn](CCCC)(CCCC)CCCC (vinyltributyltin), COCCOC (1,2-dimethoxy-ethane), nickel (II) acetylacetonate dihydrate, C1(=CC=CC=C1)P(C1=CC=CC=C1)C1=CC=CC=C1 (triphenylphosphine), COCCOC (1,2-dimethoxyethane), nickel (II) acetylacetonate dihydrate, C1(=CC=CC=C1)P(C1=CC=CC=C1)C1=CC=CC=C1 (triphenylphosphine), COCCOC (1,2-dimethoxyethane), [F-].[K+] (potassium fluoride). Run in [H-].C(C(C)C)[Al+]CC(C)C.C1(=CC=CC=C1)C (diisobutyl-aluminum hydride toluene), C(C)(=O)OCC (ethyl acetate), [H-].C(C(C)C)[Al+]CC(C)C.C1(=CC=CC=C1)C (diisobutylaluminium hydride toluene). Reaction conditions: temperature 80 celsius, time 22 hour. The product is C(=C)C1=CC=C(C=C1)C(CC(=O)OC)(C1=CC=C(C=C1)C=C)C1=CC=C(C=C1)C=C (methyl 3,3,3-tris(4-vinylphenyl)propionate). As a reaction SMILES: [C:1]1(P(C2C=CC=CC=2)C2C=CC=CC=2)C=CC=C[CH:2]=1.Cl[C:21]1[CH:26]=[CH:25][C:24]([C:27]([C:40]2[CH:45]=[CH:44][C:43](Cl)=[CH:42][CH:41]=2)([C:33]2[CH:38]=[CH:37][C:36](Cl)=[CH:35][CH:34]=2)[CH2:28][C:29]([O:31][CH3:32])=[O:30])=[CH:23][CH:22]=1.[CH:47]([Sn](CCCC)(CCCC)CCCC)=[CH2:48].[F-].[K+].CO[CH2:66][CH2:67]OC>[H-].C([Al+]CC(C)C)C(C)C.C1(C)C=CC=CC=1.C(OCC)(=O)C>[CH:1]([C:43]1[CH:42]=[CH:41][C:40]([C:27]([C:24]2[CH:23]=[CH:22][C:21]([CH:66]=[CH2:67])=[CH:26][CH:25]=2)([C:33]2[CH:34]=[CH:35][C:36]([CH:47]=[CH2:48])=[CH:37][CH:38]=2)[CH2:28][C:29]([O:31][CH3:32])=[O:30])=[CH:45][CH:44]=1)=[CH2:2] |f:3.4,6.7.8|. Procedure: The title compound was synthesized referring to Shirakawa, et al.'s method [J. Chem. Soc., Perkin Trans. 1, 2449-2450 (1997)]. To a solution of 71 mg of nickel (II)-acetylacetonate dihydrate and 289 mg of triphenylphosphine in 2 ml of 1,2-dimethoxyethane, 0.544 ml of 1.0 M diisobutylaluminium hydride-toluene solution was added at room temperature in nitrogen atmosphere, and the whole system was added to a solution of 364 mg of methyl 3,3,3-tris (4-chlorophenyl)-propionate and 1.01 g of vinyltrib... The reactants are CN(C)C(=O)c1c(O)cccc1OCc1ccccc1, C1CCOC1, COC(=O)c1cc2cc(OCCO)ccc2cc1OCc1ccccc1, CC(C)OC(=O)N=NC(=O)OC(C)C, c1ccc(P(c2ccccc2)c2ccccc2)cc1. Product: COC(=O)c1cc2cc(OCCOc3cccc(OCc4ccccc4)c3C(=O)N(C)C)ccc2cc1OCc1ccccc1. RXN SMILES: [CH2:60]([c:61]1[cH:62][cH:63][cH:64][cH:65][cH:66]1)[O:67][c:68]1[c:69]([C:70](=[O:71])[N:72]([CH3:73])[CH3:74])[c:75]([OH:79])[cH:76][cH:77][cH:78]1.[CH2:80]1[O:81][CH2:82][CH2:83][CH2:84]1.[CH3:1][O:2][C:3](=[O:4])[c:5]1[cH:6][c:7]2[cH:8][c:9]([O:23][CH2:24][CH2:25][OH:26])[cH:10][cH:11][c:12]2[cH:13][c:14]1[O:15][CH2:16][c:17]1[cH:18][cH:19][cH:20][cH:21][cH:22]1.[O:46]=[C:47]([O:48][CH:49]([CH3:50])[CH3:51])[N:52]=[N:53][C:54]([O:55][CH:56]([CH3:57])[CH3:58])=[O:59].[c:27]1([P:28]([c:29]2[cH:30][cH:31][cH:32][cH:33][cH:34]2)[c:35]2[cH:36][cH:37][cH:38][cH:39][cH:40]2)[cH:41][cH:42][cH:43][cH:44][cH:45]1>>[CH3:1][O:2][C:3](=[O:4])[c:5]1[cH:6][c:7]2[cH:8][c:9]([O:23][CH2:24][CH2:25][O:26][c:75]3[c:69]([C:70](=[O:71])[N:72]([CH3:73])[CH3:74])[c:68]([O:67][CH2:60][c:61]4[cH:62][cH:63][cH:64][cH:65][cH:66]4)[cH:78][cH:77][cH:76]3)[cH:10][cH:11][c:12]2[cH:13][c:14]1[O:15][CH2:16][c:17]1[cH:18][cH:19][cH:20][cH:21][cH:22]1.